This data is from the Open Reaction Database (ORD), a public repository of structured organic reaction records. The task is: describe an organic reaction: reactants, conditions, products, and yield Reactants: ClC1=CC=C(C=N1)[C@@H](C(F)(F)F)N[C@@H](CC(C)C)C(=O)NC1(CC1)C#N (N2-[(1S)-1-(6-chloropyridin-3-yl)-2,2,2-trifluoroethyl]-N1-(1-cyanocyclopropyl)-L-leucinamide), C(C)(=O)C1=CC=C(C=C1)B(O)O (4-(acetyl)phenylboronic acid), C(=O)([O-])[O-].[Na+].[Na+] (Na2CO3). Reagents/catalysts: C=1C=CC(=CC1)[P](C=2C=CC=CC2)(C=3C=CC=CC3)[Pd]([P](C=4C=CC=CC4)(C=5C=CC=CC5)C=6C=CC=CC6)([P](C=7C=CC=CC7)(C=8C=CC=CC8)C=9C=CC=CC9)[P](C=1C=CC=CC1)(C=1C=CC=CC1)C=1C=CC=CC1 (Pd(PPh3)4). Solvent: C1(=CC=CC=C1)C (toluene), C(CC)O (n-propanol). Reaction conditions: temperature 150 celsius. Yields the product C(C)(=O)C1=CC=C(C=C1)C1=CC=C(C=N1)[C@@H](C(F)(F)F)N[C@@H](CC(C)C)C(=O)NC1(CC1)C#N (N2-{(1S)-1-[6-(4-acetylphenyl)pyridin-3-yl]-2,2,2-trifluoroethyl}-N1-(1-cyanocyclopropyl)-L-leucinamide). Reaction SMILES: Cl[C:2]1[N:7]=[CH:6][C:5]([C@H:8]([NH:13][C@H:14]([C:19]([NH:21][C:22]2([C:25]#[N:26])[CH2:24][CH2:23]2)=[O:20])[CH2:15][CH:16]([CH3:18])[CH3:17])[C:9]([F:12])([F:11])[F:10])=[CH:4][CH:3]=1.[C:27]([C:30]1[CH:35]=[CH:34][C:33](B(O)O)=[CH:32][CH:31]=1)(=[O:29])[CH3:28].C([O-])([O-])=O.[Na+].[Na+]>C1(C)C=CC=CC=1.C(O)CC.C1C=CC([P]([Pd]([P](C2C=CC=CC=2)(C2C=CC=CC=2)C2C=CC=CC=2)([P](C2C=CC=CC=2)(C2C=CC=CC=2)C2C=CC=CC=2)[P](C2C=CC=CC=2)(C2C=CC=CC=2)C2C=CC=CC=2)(C2C=CC=CC=2)C2C=CC=CC=2)=CC=1>[C:27]([C:30]1[CH:35]=[CH:34][C:33]([C:2]2[N:7]=[CH:6][C:5]([C@H:8]([NH:13][C@H:14]([C:19]([NH:21][C:22]3([C:25]#[N:26])[CH2:24][CH2:23]3)=[O:20])[CH2:15][CH:16]([CH3:18])[CH3:17])[C:9]([F:12])([F:11])[F:10])=[CH:4][CH:3]=2)=[CH:32][CH:31]=1)(=[O:29])[CH3:28] |f:2.3.4,^1:59,61,80,99|. Reported procedure: To a solution of N2-[(1S)-1-(6-chloropyridin-3-yl)-2,2,2-trifluoroethyl]-N1-(1-cyanocyclopropyl)-L-leucinamide (100 mg, 0.26 mmol) in toluene (1.5 mL) and n-propanol (0.4 mL) was added under a stream of nitrogen, 4-(acetyl)phenylboronic acid (55 mg, 0.33 mmol), Pd(PPh3)4 (15 mg, 0.013 mmol) and Na2CO3 (2 M, 0.5 mL). The mixture was degassed with a rapid stream of nitrogen bubbling through the mixture and the mixture was heated to 150° C. in a Smith Creator microwave reactor (Personal Chemistry A... As a reaction SMILES: [F:1][C:2]1[CH:3]=[C:4]([CH:25]=[CH:26][CH:27]=1)[O:5][CH2:6][C:7]1[CH:16]=[CH:15][C:14]2[C:13](=[O:17])[N:12]([C:18]3[CH:23]=[CH:22][C:21]([F:24])=[CH:20]C=3)[CH2:11][CH2:10][C:9]=2[N:8]=1.FC1C=C(C=CC=1)OCC1C=CC2C(=O)NCCC=2[N:35]=1.BrC1C=CC(F)=CN=1>>[F:1][C:2]1[CH:3]=[C:4]([CH:25]=[CH:26][CH:27]=1)[O:5][CH2:6][C:7]1[CH:16]=[CH:15][C:14]2[C:13](=[O:17])[N:12]([C:18]3[CH:23]=[CH:22][C:21]([F:24])=[CH:20][N:35]=3)[CH2:11][CH2:10][C:9]=2[N:8]=1. Starting materials: FC=1C=C(OCC2=NC=3CCN(C(C3C=C2)=O)C2=CC=C(C=C2)F)C=CC1 (2-((3-fluorophenoxy)methyl)-6-(4-fluorophenyl)-7,8-dihydro-1,6-naphthyridin-5(6H)-one), FC=1C=C(OCC2=NC=3CCNC(C3C=C2)=O)C=CC1 (2-((3-fluorophenoxy)methyl)-7,8-dihydro-1,6-naphthyridin-5(6H)-one), BrC1=NC=C(C=C1)F (2-bromo-5-fluoropyridine). Product: FC=1C=C(OCC2=NC=3CCN(C(C3C=C2)=O)C2=NC=C(C=C2)F)C=CC1 (2-((3-fluorophenoxy)methyl)-6-(5-fluoropyridin-2-yl)-7,8-dihydro-1,6-naphthyridin-5(6H)-one). Procedure details: Prepared in a manner similar to the preceding example, 2-((3-fluorophenoxy)methyl)-6-(4-fluorophenyl)-7,8-dihydro-1,6-naphthyridin-5(6H)-one, using the common intermediate 2-((3-fluorophenoxy)methyl)-7,8-dihydro-1,6-naphthyridin-5(6H)-one as described above and 2-bromo-5-fluoropyridine. 1H NMR (400 MHz, CDCl3) δ 8.49 (1H, d, J=8), 8.32 (1H, d, J=3), 8.03 (1H, dd, J=9.2, 4.0), 7.60 (1H, d, 8), 7.54 (1H, dd, J=23, 8), 7.28 (1H, dd, J=16, 7.6), 6.80 (1H, dd, 7.6, 1.6), 6.74 (1H, ddd, J=23, 8.0, 1.6...